From a dataset of the Open Reaction Database (ORD), a public repository of structured organic reaction records. describe an organic reaction: reactants, conditions, products, and yield Reactants: C=O, C=CCCC#N, CO, CC(C)=O, c1ccncc1. The product is COC(=O)CCCCC#N. RXN SMILES: [C:19]=[O:20].[C:1]([CH2:2][CH2:3][CH:4]=[CH2:5])#[N:6].[CH3:13][OH:14].[CH3:15][C:16]([CH3:17])=[O:18].[cH:7]1[cH:8][cH:9][n:10][cH:11][cH:12]1>>[C:1]([CH2:2][CH2:3][CH2:4][CH2:5][C:16]([O:14][CH3:13])=[O:18])#[N:6]. Starting materials: Cn1nnc(-c2c(F)cccc2-c2cncc(Cl)c2)n1, ClCCl, O=C(OO)c1cccc(Cl)c1. The product is Cn1nnc(-c2c(F)cccc2-c2cc(Cl)c[n+]([O-])c2)n1. RXN SMILES: [Cl:1][c:2]1[cH:3][n:4][cH:5][c:6](-[c:8]2[c:9](-[c:15]3[n:16][n:17][n:18]([CH3:20])[n:19]3)[c:10]([F:14])[cH:11][cH:12][cH:13]2)[cH:7]1.[Cl:32][CH2:33][Cl:34].[OH:21][O:22][C:23]([c:24]1[cH:25][c:26]([Cl:27])[cH:28][cH:29][cH:30]1)=[O:31]>>[Cl:1][c:2]1[cH:3][n+:4]([O-:21])[cH:5][c:6](-[c:8]2[c:9](-[c:15]3[n:16][n:17][n:18]([CH3:20])[n:19]3)[c:10]([F:14])[cH:11][cH:12][cH:13]2)[cH:7]1. Reactants: CC(=O)[O-], COCC(=O)CC(=O)OC, CO, Cl, Nc1ccccc1OC(F)F, O=N[O-], [Na+], [Na+], O. Yields the product COCC(=O)C(=NNc1ccccc1OC(F)F)C(=O)OC. Reaction SMILES: [C:27]([O-:28])(=[O:29])[CH3:30].[CH3:17][O:18][CH2:19][C:20]([CH2:21][C:22](=[O:23])[O:24][CH3:25])=[O:26].[CH3:33][OH:34].[ClH:16].[F:5][CH:6]([O:7][c:8]1[c:9]([NH2:10])[cH:11][cH:12][cH:13][cH:14]1)[F:15].[N:1]([O-:2])=[O:3].[Na+:31].[Na+:4].[OH2:32]>>[N:1]([NH:10][c:9]1[c:8]([O:7][CH:6]([F:5])[F:15])[cH:14][cH:13][cH:12][cH:11]1)=[C:21]([C:20]([CH2:19][O:18][CH3:17])=[O:26])[C:22](=[O:23])[O:24][CH3:25]. The reactants are CN(C)C=O, CCOC(=O)CN=C=O, Cc1nc(N)sc1-c1ccc(S(=O)(=O)N(C)C)cc1. Yields the product CCOC(=O)CNC(=O)Nc1nc(C)c(-c2ccc(S(=O)(=O)N(C)C)cc2)s1. As a reaction SMILES: [CH3:29][N:30]([CH3:31])[CH:32]=[O:33].[N:20](=[C:21]=[O:22])[CH2:23][C:24](=[O:25])[O:26][CH2:27][CH3:28].[NH2:1][c:2]1[s:3][c:4](-[c:8]2[cH:9][cH:10][c:11]([S:14](=[O:15])(=[O:16])[N:17]([CH3:18])[CH3:19])[cH:12][cH:13]2)[c:5]([CH3:7])[n:6]1>>[NH:1]([c:2]1[s:3][c:4](-[c:8]2[cH:9][cH:10][c:11]([S:14](=[O:15])(=[O:16])[N:17]([CH3:18])[CH3:19])[cH:12][cH:13]2)[c:5]([CH3:7])[n:6]1)[C:21]([NH:20][CH2:23][C:24](=[O:25])[O:26][CH2:27][CH3:28])=[O:22]. Yields the product CCCCCCCCN1CCc2c(C)c(CC(=O)OCC)c(C)c(NC(=O)C(C)(C)C)c21. Reaction SMILES: [CH2:1]([CH3:2])[O:3][C:4](=[O:5])[CH2:6][c:7]1[c:8]([CH3:24])[c:9]2[c:13]([c:14]([NH:17][C:18]([C:19]([CH3:20])([CH3:21])[CH3:22])=[O:23])[c:15]1[CH3:16])[NH:12][CH2:11][CH2:10]2.[CH3:40][CH2:41][O:42][C:43]([CH3:44])=[O:45].[I:25][CH2:26][CH2:27][CH2:28][CH2:29][CH2:30][CH2:31][CH2:32][CH3:33].[K+:34].[K+:35].[O-:36][C:37]([O-:38])=[O:39].[O:46]=[CH:47][N:48]([CH3:49])[CH3:50]>>[CH2:1]([CH3:2])[O:3][C:4](=[O:5])[CH2:6][c:7]1[c:8]([CH3:24])[c:9]2[c:13]([c:14]([NH:17][C:18]([C:19]([CH3:20])([CH3:21])[CH3:22])=[O:23])[c:15]1[CH3:16])[N:12]([CH2:26][CH2:27][CH2:28][CH2:29][CH2:30][CH2:31][CH2:32][CH3:33])[CH2:11][CH2:10]2. Reactants: CCOC(=O)Cc1c(C)c2c(c(NC(=O)C(C)(C)C)c1C)NCC2, CCOC(C)=O, CCCCCCCCI, [K+], [K+], O=C([O-])[O-], CN(C)C=O. Starting materials: [Cl-].C1(=CC=CC=C1)C[C@@H](C)[NH2+]CC#C (N-[(2R)-1-phenylpropan-2-yl]prop-2-yn-1-aminium chloride), [H-].[Na+] (sodium hydride), BrCCF (1-bromo-2-fluoro ethane). Solvent: O (water), CN(C)C=O (DMF). Conditions: time 30 minute. Yields the product FCCN(CC#C)[C@@H](CC1=CC=CC=C1)C (N-(2-fluoroethyl)-N-[(2R)-1-phenylpropan-2-yl]prop-2-yn-1-amine). As a reaction SMILES: [Cl-].[C:2]1([CH2:8][C@H:9]([NH2+:11][CH2:12][C:13]#[CH:14])[CH3:10])[CH:7]=[CH:6][CH:5]=[CH:4][CH:3]=1.[H-].[Na+].Br[CH2:18][CH2:19][F:20]>CN(C=O)C.O>[F:20][CH2:19][CH2:18][N:11]([C@H:9]([CH3:10])[CH2:8][C:2]1[CH:7]=[CH:6][CH:5]=[CH:4][CH:3]=1)[CH2:12][C:13]#[CH:14] |f:0.1,2.3|. Procedure details: To a solution of N-[(2R)-1-phenylpropan-2-yl]prop-2-yn-1-aminium chloride (Sigma 100 mg, 0.578 mmol) in dry DMF (2 mL) was added sodium hydride (48.0 mg, 2 mmol). The reaction mixture was stirred at room temperature for 30 min, after which 1-bromo-2-fluoro ethane (0.85 mg, 0.603 mmol) was added. The reaction mixture was stirred over night, diluted with water (10 mL) and extracted with CH2Cl2 (3×15 mL). The organic phase was separated and washed with saturated NaHCO3 (15 ml) and brine (15 ml) and... The reactants are BrCC(=O)NC1[C@@H]2N(C(=C(CS2)CNC(C2=C(C=CC=C2Cl)Cl)=O)C(=O)O)C1=O (7-bromoacetamido-3-(2,6-dichlorobenzoylamino)methylceph-3-em-4-carboxylic acid), SC=1SC=C(N1)C1=CC=CC=C1 (2-mercapto-4-phenyl-1,3-thiazole). Reaction SMILES: Br[CH2:2][C:3]([NH:5][CH:6]1[C:28](=[O:29])[N:8]2[C:9]([C:25]([OH:27])=[O:26])=[C:10]([CH2:13][NH:14][C:15](=[O:24])[C:16]3[C:21]([Cl:22])=[CH:20][CH:19]=[CH:18][C:17]=3[Cl:23])[CH2:11][S:12][C@H:7]12)=[O:4].[SH:30][C:31]1[S:32][CH:33]=[C:34]([C:36]2[CH:41]=[CH:40][CH:39]=[CH:38][CH:37]=2)[N:35]=1>>[C:36]1([C:34]2[N:35]=[C:31]([S:30][CH2:2][C:3]([NH:5][CH:6]3[C:28](=[O:29])[N:8]4[C:9]([C:25]([OH:27])=[O:26])=[C:10]([CH2:13][NH:14][C:15](=[O:24])[C:16]5[C:21]([Cl:22])=[CH:20][CH:19]=[CH:18][C:17]=5[Cl:23])[CH2:11][S:12][C@H:7]34)=[O:4])[S:32][CH:33]=2)[CH:37]=[CH:38][CH:39]=[CH:40][CH:41]=1. The product is C1(=CC=CC=C1)C=1N=C(SC1)SCC(=O)NC1[C@@H]2N(C(=C(CS2)CNC(C2=C(C=CC=C2Cl)Cl)=O)C(=O)O)C1=O (7-(4-phenyl-1,3-thiazole-2-ylthio)acetamido-3-(2,6-dichlorobenzoylamino)methylceph-3-em-4-carboxylic acid). Procedure details: 1.0 g. of 7-bromoacetamido-3-(2,6-dichlorobenzoylamino)methylceph-3-em-4-carboxylic acid and 0.39 g. of 2-mercapto-4-phenyl-1,3-thiazole were reacted and worked up according to the method of Example 15. Thus 0.78 g. o(62%) of 7-(4-phenyl-1,3-thiazole-2-ylthio)acetamido-3-(2,6-dichlorobenzoylamino)methylceph-3-em-4-carboxylic acid were obtained. Isolated yield 62.0%. The reactants are Cl (hydrochloric acid), CC1(O[C@@H]2[C@@H](CN(C2=O)C2=CC=C3C=C(NC(C3=C2)=O)C2=C(C=CC=C2)C(F)(F)F)O1)C (7-((3aR,6aR)-2,2-dimethyl-4-oxotetrahydro-[1,3]dioxolo[4,5-c]pyrrol-5-yl)-3-(2-trifluoromethylphenyl)-2H-isoquinolin-1-one), [OH-].[Na+] (sodium hydroxide). The solvent is C1CCOC1 (THF). Reaction conditions: temperature 0 celsius, time 4 hour. The product is O[C@H]1C(N(C[C@H]1O)C1=CC=C2C=C(NC(C2=C1)=O)C1=C(C=CC=C1)C(F)(F)F)=O (7-((3R,4R)-3,4-dihydroxy-2-oxopyrrolidin-1-yl)-3-(2-trifluoromethylphenyl)-2H-isoquinolin-1-one). Yield: 6.4%. Reaction SMILES: CC1(C)[O:31][C@@H:5]2[CH2:6][N:7]([C:10]3[CH:19]=[C:18]4[C:13]([CH:14]=[C:15]([C:21]5[CH:26]=[CH:25][CH:24]=[CH:23][C:22]=5[C:27]([F:30])([F:29])[F:28])[NH:16][C:17]4=[O:20])=[CH:12][CH:11]=3)[C:8](=[O:9])[C@@H:4]2[O:3]1.Cl.[OH-].[Na+]>C1COCC1>[OH:3][C@@H:4]1[C@H:5]([OH:31])[CH2:6][N:7]([C:10]2[CH:19]=[C:18]3[C:13]([CH:14]=[C:15]([C:21]4[CH:26]=[CH:25][CH:24]=[CH:23][C:22]=4[C:27]([F:29])([F:28])[F:30])[NH:16][C:17]3=[O:20])=[CH:12][CH:11]=2)[C:8]1=[O:9] |f:2.3|. Procedure: The 7-((3aR,6aR)-2,2-dimethyl-4-oxotetrahydro-[1,3]dioxolo[4,5-c]pyrrol-5-yl)-3-(2-trifluoromethylphenyl)-2H-isoquinolin-1-one (630 mg, 1.42 mmol) obtained in step C was dissolved in THF (15 ml). Thereafter, 1 N hydrochloric acid (8.1 ml, 8.1 mmol) was added to the solution. The obtained mixture was stirred for 4 hours, while gently heating. Thereafter, the reaction solution was cooled to 0° C., and a 1 N sodium hydroxide aqueous solution was added thereto until liquid property became pH 8. An o... Reactants: COC(=O)C=1N=C(SC1)NC([C@H](CC1=C(C=CC=C1)C#N)NC(=O)OC(C)(C)C)=O (2-[(S)-2-tert-Butoxycarbonylamino-3-(2-cyano-phenyl)-propionylamino]-thiazole-4-carboxylic acid methyl ester), FC(C(=O)O)(F)F (trifluoroacetic acid). Run in ClCCl (dichloromethane). Conditions: time 1 hour. Product: COC(=O)C=1N=C(SC1)NC([C@H](CC1=C(C=CC=C1)C#N)N)=O (2-[(S)-2-amino-3-(2-cyano-phenyl)-propionylamino]-thiazole-4-carboxylic acid methyl ester). Yield: 85.9%. As a reaction SMILES: [CH3:1][O:2][C:3]([C:5]1[N:6]=[C:7]([NH:10][C:11](=[O:30])[C@@H:12]([NH:22]C(OC(C)(C)C)=O)[CH2:13][C:14]2[CH:19]=[CH:18][CH:17]=[CH:16][C:15]=2[C:20]#[N:21])[S:8][CH:9]=1)=[O:4].FC(F)(F)C(O)=O>ClCCl>[CH3:1][O:2][C:3]([C:5]1[N:6]=[C:7]([NH:10][C:11](=[O:30])[C@@H:12]([NH2:22])[CH2:13][C:14]2[CH:19]=[CH:18][CH:17]=[CH:16][C:15]=2[C:20]#[N:21])[S:8][CH:9]=1)=[O:4]. Procedure details: 2-[(S)-2-tert-Butoxycarbonylamino-3-(2-cyano-phenyl)-propionylamino]-thiazole-4-carboxylic acid methyl ester (3.2 g, 7.4 mmol) was dissolved into dry dichloromethane (20 mL) and trifluoroacetic acid (25 mL, 325 mmol) was added. The reaction mixture was stirred at room temperature for 1 hour. The mixture was concentrated to dryness. The residue was cooled in an ice bath, then neutralized with saturated aqueous sodium bicarbonate solution. The mixture was extracted with ethyl acetate. The organic ...